From a dataset of the Open Reaction Database (ORD), a public repository of structured organic reaction records. describe an organic reaction: reactants, conditions, products, and yield Starting materials: C(\C=C\C)(=O)OCC (ethyl crotonate), C(C1=CC=CC=C1)N(COC)C[Si](C)(C)C (N-benzyl-N-(methoxymethyl)tri-methylsilylmethylamine). Product: C(C)OC(=O)C1CN(CC1C)CC1=CC=CC=C1 ((3RS,4RS)-1-benzyl-4-methyl-pyrrolidine-3-carboxylic acid ethyl ester). Reaction SMILES: [C:1]([O:6][CH2:7][CH3:8])(=[O:5])/[CH:2]=[CH:3]/[CH3:4].[CH2:9]([N:16]([CH2:20][Si](C)(C)C)[CH2:17]OC)[C:10]1[CH:15]=[CH:14][CH:13]=[CH:12][CH:11]=1>>[CH2:7]([O:6][C:1]([CH:2]1[CH:3]([CH3:4])[CH2:17][N:16]([CH2:9][C:10]2[CH:11]=[CH:12][CH:13]=[CH:14][CH:15]=2)[CH2:20]1)=[O:5])[CH3:8]. Procedure details: 102.1 In analogy to example 101.1 ethyl crotonate and N-benzyl-N-(methoxymethyl)tri-methylsilylmethylamine (CAS 93102-05-7) were reacted to give (3RS,4RS)-1-benzyl-4-methyl-pyrrolidine-3-carboxylic acid ethyl ester. Light yellow solid. MS 248.3 ([M+H]+) Reactants: BrB(Br)Br, COc1ccc2[nH]ccc2c1Br, ClCCl. The product is Oc1ccc2[nH]ccc2c1Br. As a reaction SMILES: [B:13]([Br:14])([Br:15])[Br:16].[Br:1][c:2]1[c:3]2[cH:4][cH:5][nH:6][c:7]2[cH:8][cH:9][c:10]1[O:11][CH3:12].[Cl:17][CH2:18][Cl:19]>>[Br:1][c:2]1[c:3]2[cH:4][cH:5][nH:6][c:7]2[cH:8][cH:9][c:10]1[OH:11].